From a dataset of the Open Reaction Database (ORD), a public repository of structured organic reaction records. describe an organic reaction: reactants, conditions, products, and yield The reactants are C=CCc1cccc(-c2c(Cl)cccc2Cl)c1O, ClCCl. Yields the product CC=Cc1cccc(-c2c(Cl)cccc2Cl)c1O. RXN SMILES: [CH2:1]([CH:2]=[CH2:3])[c:4]1[c:5]([OH:18])[c:6](-[c:10]2[c:11]([Cl:17])[cH:12][cH:13][cH:14][c:15]2[Cl:16])[cH:7][cH:8][cH:9]1.[Cl:19][CH2:20][Cl:21]>>[CH:1](=[CH:2][CH3:3])[c:4]1[c:5]([OH:18])[c:6](-[c:10]2[c:11]([Cl:17])[cH:12][cH:13][cH:14][c:15]2[Cl:16])[cH:7][cH:8][cH:9]1. The reactants are COC(=O)C=CC1=CC(=C(C(=C1)C(C)C)O)C(C)C (4-(2-Methoxycarbonylvinyl)-2,6-diisopropylphenol). Reagents/catalysts: [Pd] (palladium on carbon). Run in C(C)(=O)OCC (ethyl acetate), CO (methanol). Product: COC(=O)CCC1=CC(=C(C(=C1)C(C)C)O)C(C)C (4-(2-Methoxycarbonylethyl)-2,6-diisopropylphenol). As a reaction SMILES: [CH3:1][O:2][C:3]([CH:5]=[CH:6][C:7]1[CH:12]=[C:11]([CH:13]([CH3:15])[CH3:14])[C:10]([OH:16])=[C:9]([CH:17]([CH3:19])[CH3:18])[CH:8]=1)=[O:4]>C(OCC)(=O)C.CO.[Pd]>[CH3:1][O:2][C:3]([CH2:5][CH2:6][C:7]1[CH:12]=[C:11]([CH:13]([CH3:14])[CH3:15])[C:10]([OH:16])=[C:9]([CH:17]([CH3:19])[CH3:18])[CH:8]=1)=[O:4]. Procedure details: 4-(2-Methoxycarbonylvinyl)-2,6-diisopropylphenol (Example 1, 350 mg) was dissolved in a solution of ethyl acetate (10 mL) and methanol (10 mL) and hydrogenated at 35 psi over palladium on carbon (Pd/C) for 24 hours. The resulting mixture was filtered and the filtrate was concentrated to provide the title compound; 1H-NMR (CDCl3) δ=1.27 (d, 12H, CH(CH2)2), 2.60 (t, 2H, CH2), 2.87 (t, 2H, CH2), 3.13 (m, 2H, CH(CH3)2), 3.68(S, 3H, OCH3), 6.87 (S, 2H, ArH). The solvent is N1=CC=CC=C1 (pyridine). Reported procedure: The crude 3,4-dihydro-2-(3-hydroxypropyl)-6-methoxy-2,5,7,8-tetramethyl-2H-benzopyran (5.0 g) obtained in the above manner was dissolved in 50 ml of pyridine and the solution was cooled to 0° C. To the solution was added slowly 3.9 g of p-toluenesulfonyl chloride with vigorous stirring. After stirring at 0° C. for 1 hour, the reaction mixture was poured into 100 ml of dilute hydrochloric acid and extracted with diethyl ether. The ether layer was washed with water and then with a saturated aqueou... The product is COC=1C(=C(C2=C(CCC(O2)(C)CCCOS(=O)(=O)C2=CC=C(C=C2)C)C1C)C)C (3,4-dihydro-6-methoxy-2-[3-(p-toluenesulfonyloxy)propyl]-2,5,7,8-tetramethyl-2H-benzopyran). Isolated yield 48.9%. As a reaction SMILES: [OH:1][CH2:2][CH2:3][CH2:4][C:5]1([CH3:20])[CH2:10][CH2:9][C:8]2[C:11]([CH3:19])=[C:12]([O:17][CH3:18])[C:13]([CH3:16])=[C:14]([CH3:15])[C:7]=2[O:6]1.[C:21]1([CH3:31])[CH:26]=[CH:25][C:24]([S:27](Cl)(=[O:29])=[O:28])=[CH:23][CH:22]=1.Cl>N1C=CC=CC=1>[CH3:18][O:17][C:12]1[C:13]([CH3:16])=[C:14]([CH3:15])[C:7]2[O:6][C:5]([CH2:4][CH2:3][CH2:2][O:1][S:27]([C:24]3[CH:25]=[CH:26][C:21]([CH3:31])=[CH:22][CH:23]=3)(=[O:29])=[O:28])([CH3:20])[CH2:10][CH2:9][C:8]=2[C:11]=1[CH3:19]. Reaction conditions: temperature 0 celsius, time 1 hour. Reactants: OCCCC1(OC2=C(CC1)C(=C(C(=C2C)C)OC)C)C (3,4-dihydro-2-(3-hydroxypropyl)-6-methoxy-2,5,7,8-tetramethyl-2H-benzopyran), C1(=CC=C(C=C1)S(=O)(=O)Cl)C (p-toluenesulfonyl chloride), Cl (hydrochloric acid). Reactants: O=C([O-])O, CCOC(=O)C1NCCc2nc(CC)n(Cc3ccc(-c4ccccc4C(=O)OC(C)(C)C)cc3)c21, CC(=O)OC(C)=O, ClC(Cl)Cl, [Na+], O. Yields the product CCOC(=O)C1c2c(nc(CC)n2Cc2ccc(-c3ccccc3C(=O)OC(C)(C)C)cc2)CCN1C(C)=O. As a reaction SMILES: [C:44](=[O:45])([O-:46])[OH:47].[CH2:1]([CH3:2])[c:3]1[n:4][c:5]2[c:6]([n:16]1[CH2:17][c:18]1[cH:19][cH:20][c:21](-[c:24]3[c:25]([C:30](=[O:31])[O:32][C:33]([CH3:34])([CH3:35])[CH3:36])[cH:26][cH:27][cH:28][cH:29]3)[cH:22][cH:23]1)[CH:7]([C:11](=[O:12])[O:13][CH2:14][CH3:15])[NH:8][CH2:9][CH2:10]2.[CH3:37][C:38](=[O:39])[O:40][C:41](=[O:42])[CH3:43].[CH:49]([Cl:50])([Cl:51])[Cl:52].[Na+:48].[OH2:53]>>[CH2:1]([CH3:2])[c:3]1[n:4][c:5]2[c:6]([n:16]1[CH2:17][c:18]1[cH:19][cH:20][c:21](-[c:24]3[c:25]([C:30](=[O:31])[O:32][C:33]([CH3:34])([CH3:35])[CH3:36])[cH:26][cH:27][cH:28][cH:29]3)[cH:22][cH:23]1)[CH:7]([C:11](=[O:12])[O:13][CH2:14][CH3:15])[N:8]([C:38]([CH3:37])=[O:39])[CH2:9][CH2:10]2. Run in S(O)(O)(=O)=O (sulfuric acid), S(O)(O)(=O)=O (sulfuric acid). Yields the product C(C)OC(C1=C(C(=CC(=C1)Br)[N+](=O)[O-])O)=O (5-Bromo-2-hydroxy-3-nitro-benzoic acid ethyl ester). Reported procedure: 5-Bromo-2-hydroxy-benzoic acid ethyl ester (40 g, 214 mmol) is suspended in sulfuric acid (200 mL) and the reaction cooled to zero in an ice bath. The reaction is equipped with an overhead stirrer and then the nitric acid (20 mL) in sulfuric acid (40 mL) is added dropwise to the solution over the course of 30 minutes. After the addition the ice bath is removed and the reaction warmed to room temperature. The reaction is stirred at room temperature for 16 hours. When complete the reaction is pour... Starting materials: C(C)OC(C1=C(C=CC(=C1)Br)O)=O (5-Bromo-2-hydroxy-benzoic acid ethyl ester), [N+](=O)(O)[O-] (nitric acid), ice. The yield is 91.0%. RXN SMILES: [CH2:1]([O:3][C:4](=[O:13])[C:5]1[CH:10]=[C:9]([Br:11])[CH:8]=[CH:7][C:6]=1[OH:12])[CH3:2].[N+:14]([O-])([OH:16])=[O:15]>S(=O)(=O)(O)O>[CH2:1]([O:3][C:4](=[O:13])[C:5]1[CH:10]=[C:9]([Br:11])[CH:8]=[C:7]([N+:14]([O-:16])=[O:15])[C:6]=1[OH:12])[CH3:2]. Conditions: time 16 hour.